Dataset: the Open Reaction Database (ORD), a public repository of structured organic reaction records. Task: describe an organic reaction: reactants, conditions, products, and yield Starting materials: CS(=O)(=O)OS(=O)(=O)C (Methanesulphonic anhydride), OC1=CC=[N+](C2=CC(=CC=C12)OC(F)(F)F)[O-] (4-hydroxy-7-trifluoromethoxy-quinoline-1-oxide), C([O-])([O-])=O.[K+].[K+] (potassium carbonate). Solvent: ClCCl (dichloromethane). Run at time 2.5 hour. Product: CS(=O)(=O)OC=1C=NC2=CC(=CC=C2C1O)OC(F)(F)F (4-hydroxy-7-trifluoromethoxyquinol-3-yl methanesulphonate). RXN SMILES: [CH3:1][S:2]([O:5]S(C)(=O)=O)(=[O:4])=[O:3].[OH:10][C:11]1[C:20]2[C:15](=[CH:16][C:17]([O:21][C:22]([F:25])([F:24])[F:23])=[CH:18][CH:19]=2)[N+:14]([O-])=[CH:13][CH:12]=1.C(=O)([O-])[O-].[K+].[K+]>ClCCl>[CH3:1][S:2]([O:5][C:12]1[CH:13]=[N:14][C:15]2[C:20]([C:11]=1[OH:10])=[CH:19][CH:18]=[C:17]([O:21][C:22]([F:24])([F:25])[F:23])[CH:16]=2)(=[O:4])=[O:3] |f:2.3.4|. Procedure details: Methanesulphonic anhydride (1.55 g) was added to a stirred mixture of 4-hydroxy-7-trifluoromethoxy-quinoline-1-oxide (2.0 g), potassium carbonate (1.2 g) and dichloromethane (100 ml) at 0°. After stirring at 0° for a further 2.5 hours, the reaction mixture was washed with saturated aqueous sodium carbonate (60 ml) and the dichloromethane phase separated. The aqueous phase was extracted with dichloromethane (2×50 ml) and the combined dichloromethane phase and extracts were dried over magnesium su... The reactants are Cl.CC1(N=CC2=C3C(C(CC2C1=O)=O)=NC(=N3)C3=CC=CC=C3)C (7,7-dimethyl-2-phenyl-5H,7H-imidazo(4,5-h]isoquinoline-4,6-dione hydrochloride), Cl.CN(CCCCl)C (3-dimethylamino-propyl chloride hydrochloride). Product: Cl.Cl.CC1(N=CC2=C3C(C(C(C2C1=O)CCCN(C)C)=O)=NC(=N3)C3=CC=CC=C3)C (7,7-Dimethyl-2-phenyl-5-(3-dimethylamino-propyl)-5H,7H-imidazo[4,5-h]isoquinoline-4,6-dione dihydrochloride). As a reaction SMILES: [ClH:1].[CH3:2][C:3]1([CH3:24])[C:12](=[O:13])[CH:11]2[C:6](=[C:7]3[N:17]=[C:16]([C:18]4[CH:23]=[CH:22][CH:21]=[CH:20][CH:19]=4)[N:15]=[C:8]3[C:9](=[O:14])[CH2:10]2)[CH:5]=[N:4]1.Cl.[CH3:26][N:27]([CH3:32])[CH2:28][CH2:29][CH2:30][Cl:31]>>[ClH:31].[ClH:1].[CH3:2][C:3]1([CH3:24])[C:12](=[O:13])[CH:11]2[C:6](=[C:7]3[N:17]=[C:16]([C:18]4[CH:23]=[CH:22][CH:21]=[CH:20][CH:19]=4)[N:15]=[C:8]3[C:9](=[O:14])[CH:10]2[CH2:30][CH2:29][CH2:28][N:27]([CH3:32])[CH3:26])[CH:5]=[N:4]1 |f:0.1,2.3,4.5.6|. Reported procedure: Prepared analogous to Example 23 from 3.4 gm of 7,7-dimethyl-2-phenyl-5H,7H-imidazo(4,5-h]isoquinoline-4,6-dione hydrochloride and 1.7gm of 3-dimethylamino-propyl chloride hydrochloride (reaction temperature: 50°-60° C.; reaction time: 18 hous).